From a dataset of the Open Reaction Database (ORD), a public repository of structured organic reaction records. describe an organic reaction: reactants, conditions, products, and yield The reactants are C(C)(C)(C)OC(=O)N1CCN(CC1)C(=O)OC=1N=C(C2=CC(=C(C=C2C1[N+](=O)[O-])OC)OC)C (3-(4-t-Butoxycarbonylpiperazin-1-yl)carbonyloxy-6,7-dimethoxy-1-methyl-4-nitroisoquinoline), FC(C(=O)O)(F)F (trifluoroacetic acid), ice methanol. The solvent is ice water, [OH-].[Na+] (NaOH). The product is COC=1C=C2C(=C(N=C(C2=CC1OC)C)OC(=O)N1CCNCC1)[N+](=O)[O-] (6,7-Dimethoxy-1-methyl-4-nitro-3-(1-piperazinyl)carbonyloxyisoquinoline). The yield is 94.3%. As a reaction SMILES: C(OC([N:8]1[CH2:13][CH2:12][N:11]([C:14]([O:16][C:17]2[N:18]=[C:19]([CH3:34])[C:20]3[C:25]([C:26]=2[N+:27]([O-:29])=[O:28])=[CH:24][C:23]([O:30][CH3:31])=[C:22]([O:32][CH3:33])[CH:21]=3)=[O:15])[CH2:10][CH2:9]1)=O)(C)(C)C.FC(F)(F)C(O)=O>[OH-].[Na+]>[CH3:31][O:30][C:23]1[CH:24]=[C:25]2[C:20](=[CH:21][C:22]=1[O:32][CH3:33])[C:19]([CH3:34])=[N:18][C:17]([O:16][C:14]([N:11]1[CH2:12][CH2:13][NH:8][CH2:9][CH2:10]1)=[O:15])=[C:26]2[N+:27]([O-:29])=[O:28] |f:2.3|. Reported procedure: 3-(4-t-Butoxycarbonylpiperazin-1-yl)carbonyloxy-6,7-dimethoxy-1-methyl-4-nitroisoquinoline (20 g, 4.20 mmol) was added in small portions over 20 minutes to trifluoroacetic acid (15 mL), stirred and cooled to -10° C. (ice-methanol bath). The mixture was stirred at -10° C. for an additional 30 minutes and was then diluted with ice-water (100 mL). The solution was basified by adding 2N NaOH (150 mL) and then extracted with methylene chloride (3×100 mL). The combined organic extracts were dried (Na2... Reactants: CC(C)(C)OC(=O)N1CCC(Oc2ccc([N+](=O)[O-])cc2C(F)(F)F)CC1, CO, [H][H]. Product: CC(C)(C)OC(=O)N1CCC(Oc2ccc(N)cc2C(F)(F)F)CC1. As a reaction SMILES: [C:1]([CH3:2])([CH3:3])([CH3:4])[O:5][C:6](=[O:7])[N:8]1[CH2:9][CH2:10][CH:11]([O:14][c:15]2[c:16]([C:24]([F:25])([F:26])[F:27])[cH:17][c:18]([N+:21]([O-:22])=[O:23])[cH:19][cH:20]2)[CH2:12][CH2:13]1.[CH3:30][OH:31].[H:28][H:29]>>[C:1]([CH3:2])([CH3:3])([CH3:4])[O:5][C:6](=[O:7])[N:8]1[CH2:9][CH2:10][CH:11]([O:14][c:15]2[c:16]([C:24]([F:25])([F:26])[F:27])[cH:17][c:18]([NH2:21])[cH:19][cH:20]2)[CH2:12][CH2:13]1. Starting materials: CC(C)(C)OC(=O)NCc1cccc(CCl)c1, C1COCCN1, C1CCOC1. RXN SMILES: [C:7]([CH3:8])([CH3:9])([CH3:10])[O:11][C:12]([NH:13][CH2:14][c:15]1[cH:16][c:17]([CH2:21][Cl:22])[cH:18][cH:19][cH:20]1)=[O:23].[CH2:1]1[CH2:2][O:3][CH2:4][CH2:5][NH:6]1.[CH2:24]1[O:25][CH2:26][CH2:27][CH2:28]1>>[CH2:1]1[CH2:2][O:3][CH2:4][CH2:5][N:6]1[CH2:21][c:17]1[cH:16][c:15]([CH2:14][NH:13][C:12]([O:11][C:7]([CH3:8])([CH3:9])[CH3:10])=[O:23])[cH:20][cH:19][cH:18]1. The product is CC(C)(C)OC(=O)NCc1cccc(CN2CCOCC2)c1. The reactants are S(=O)(=O)([O-])[O-].[Fe+2] (iron sulfate), [N+](=O)([O-])[O-].[NH4+] (ammonium nitrate). Yields the product ammonium jarosite, [NH4+].[O-]S(=O)(=O)[O-].[O-]S(=O)(=O)[O-].[Fe+3] (ferric ammonium sulfate). As a reaction SMILES: [S:1]([O-:5])([O-:4])(=[O:3])=[O:2].[Fe+2:6].[N+:7]([O-])([O-])=O.[NH4+]>>[NH4+:7].[O-:4][S:1]([O-:5])(=[O:3])=[O:2].[O-:4][S:1]([O-:5])(=[O:3])=[O:2].[Fe+3:6] |f:0.1,2.3,4.5.6.7|. Reported procedure: The method of claim 27 wherein the solution of iron sulfate is contacted with aqueous ammonium nitrate at a temperature of about 90° C. to about 150° C. to form a solution of ammonium jarosite and/or ferric ammonium sulfate. The reactants are C(C1=CC=CC=C1)OCC(CO)(CCC)CSCC1=CC=CC=C1 (2-Benzyloxymethyl-2-benzylthiomethyl-pentan-1-ol), [Cr](=O)(=O)([O-])Cl.[NH+]1=CC=CC=C1 (pyridinium chlorochromate), C(C)(=O)[O-].[Na+] (sodium acetate). Solvent: ClCCl (dichloromethane), C(C)OCC (diethyl ether). Conditions: time 3 hour. Yields the product C(C1=CC=CC=C1)OCC(C=O)(CCC)CSCC1=CC=CC=C1 (2-Benzyloxymethyl-2-benzylthiomethyl-pentanal). Reaction SMILES: [CH2:1]([O:8][CH2:9][C:10]([CH2:16][S:17][CH2:18][C:19]1[CH:24]=[CH:23][CH:22]=[CH:21][CH:20]=1)([CH2:13][CH2:14][CH3:15])[CH2:11][OH:12])[C:2]1[CH:7]=[CH:6][CH:5]=[CH:4][CH:3]=1.[Cr](Cl)([O-])(=O)=O.[NH+]1C=CC=CC=1.C([O-])(=O)C.[Na+]>ClCCl.C(OCC)C>[CH2:1]([O:8][CH2:9][C:10]([CH2:16][S:17][CH2:18][C:19]1[CH:20]=[CH:21][CH:22]=[CH:23][CH:24]=1)([CH2:13][CH2:14][CH3:15])[CH:11]=[O:12])[C:2]1[CH:3]=[CH:4][CH:5]=[CH:6][CH:7]=1 |f:1.2,3.4|. Reported procedure: 2-Benzyloxymethyl-2-benzylthiomethyl-pentan-1-ol (5 g.) was added to a stirred suspension of pyridinium chlorochromate (5 g.) and anhydrous sodium acetate (3.0 g.) in dry dichloromethane (20 ml.) at 0°, under a current of nitrogen. The mixture was stirred at room temperature for 3 hours. The mixture was diluted with diethyl ether (100 ml.) and the organic solution was decanted off. The oily residue was treated with ether and the combined extracts were evaporated in vacuo. The residue was chromat... Reaction conditions: time 24 hour. Isolated yield 61.1%. RXN SMILES: [O:1]=[C:2]1[CH:6]=[C:5]([C@H:7]2[CH2:12][CH2:11][N:10](C(OC)=O)[C@@H:9]([C:17]3[CH:22]=[CH:21][CH:20]=[CH:19][CH:18]=3)[CH2:8]2)[O:4][NH:3]1.Br>>[C:17]1([C@H:9]2[CH2:8][C@@H:7]([C:5]3[O:4][NH:3][C:2](=[O:1])[CH:6]=3)[CH2:12][CH2:11][NH:10]2)[CH:18]=[CH:19][CH:20]=[CH:21][CH:22]=1. Starting materials: O=C1NOC(=C1)[C@@H]1C[C@@H](N(CC1)C(=O)OC)C1=CC=CC=C1 ((2R,4S)-methyl 4-(3-oxo-2,3-dihydroisoxazol-5-yl)-2-phenylpiperidine-1-carboxylate), Br (hydrogen bromide). Procedure: (2R,4S)-methyl 4-(3-oxo-2,3-dihydroisoxazol-5-yl)-2-phenylpiperidine-1-carboxylate (621 mg, 2.05 mmol) was dissolved in hydrogen bromide (33% in acetic acid, 7 mL, 99.92 mmol) and the mixture stirred at room temperature for 24 h. The solvent was evaporated and the residue was purified by preparative HPLC (Instrument: FractionLynx II, Mobilphase: gradient 5-95% MeCN in 0.2% NH3, pH 10, Column: Xbridge Prep C18 5 μm OBD 19*150 mm) to yield 5-((2R,4S)-2-phenylpiperidin-4-yl)isoxazol-3(2H)-one (306 ... Product: C1(=CC=CC=C1)[C@@H]1NCC[C@@H](C1)C1=CC(NO1)=O (5-((2R,4S)-2-phenylpiperidin-4-yl)isoxazol-3(2H)-one). Reactants: C1CCOC1, CS(=O)(=O)Cl, Nc1ccc(Cl)c([N+](=O)[O-])c1, Cl, c1ccncc1. The product is CS(=O)(=O)Nc1ccc(Cl)c([N+](=O)[O-])c1. RXN SMILES: [CH2:23]1[O:24][CH2:25][CH2:26][CH2:27]1.[CH3:12][S:13]([Cl:14])(=[O:15])=[O:16].[Cl:1][c:2]1[c:3]([N+:9](=[O:10])[O-:11])[cH:4][c:5]([NH2:6])[cH:7][cH:8]1.[ClH:28].[cH:17]1[cH:18][cH:19][n:20][cH:21][cH:22]1>>[Cl:1][c:2]1[c:3]([N+:9](=[O:10])[O-:11])[cH:4][c:5]([NH:6][S:13]([CH3:12])(=[O:15])=[O:16])[cH:7][cH:8]1. The reactants are NC(CC(=O)O)C1=CC=C(C=C1)C#N (3-amino-3-(4-cyanophenyl)propionic acid), C([O-])([O-])=O.[Na+].[Na+] (sodium carbonate), C(=O)(OCC)N1C(C=2C(C1=O)=CC=CC2)=O (N-carboethoxyphthalimide). Run in O (water). Conditions: time 2 hour. Product: C1(C=2C(C(N1C(CC(=O)O)C1=CC=C(C=C1)C#N)=O)=CC=CC2)=O (3-phthalimido-3-(4-cyanophenyl)propionic acid). The yield is 23.4%. Reaction SMILES: [NH2:1][CH:2]([C:7]1[CH:12]=[CH:11][C:10]([C:13]#[N:14])=[CH:9][CH:8]=1)[CH2:3][C:4]([OH:6])=[O:5].C(=O)([O-])[O-].[Na+].[Na+].C(N1[C:30](=[O:31])[C:29]2=[CH:32][CH:33]=[CH:34][CH:35]=[C:28]2[C:27]1=[O:36])(OCC)=O>O>[C:27]1(=[O:36])[N:1]([CH:2]([C:7]2[CH:8]=[CH:9][C:10]([C:13]#[N:14])=[CH:11][CH:12]=2)[CH2:3][C:4]([OH:6])=[O:5])[C:30](=[O:31])[C:29]2=[CH:32][CH:33]=[CH:34][CH:35]=[C:28]12 |f:1.2.3|. Reported procedure: To a stirred mixture of 3-amino-3-(4-cyanophenyl)propionic acid (3.80 g, 20.0 mmol) and sodium carbonate (2.23 g, 21 mmol) in 100 mL of water is added N-carboethoxyphthalimide (4.52 g, 20.0 mmol). After 2 hour, the reaction slurry is filtered and the pH of the stirred filtrate adjusted to 1-2 with 4 N hydrochloric acid. The resulting gel is extracted with ethyl acetate (3×30 mL). The extract is dried over magnesium sulfate and concentrated in vacuo. The crude product is recrystallized from 10% a... Starting materials: CO (methanol), C[O-].[Na+] (sodium methoxide), C(F)(F)(C(F)(F)C(F)(F)C(F)(F)C(F)(F)C(F)(F)C(F)(F)C(F)(F)F)I (C8F17I). The solvent is O (water). Conditions: time 1 hour. Yields the product C(F)(F)C(F)(F)C(F)(F)C(F)(F)C(F)(F)C(F)(F)C(F)(F)C(F)(F)F (C8F17H). The yield is 95.7%. As a reaction SMILES: CO.C[O-].[Na+].[C:6](I)([C:9]([C:12]([C:15]([C:18]([C:21]([C:24]([C:27]([F:30])([F:29])[F:28])([F:26])[F:25])([F:23])[F:22])([F:20])[F:19])([F:17])[F:16])([F:14])[F:13])([F:11])[F:10])([F:8])[F:7]>O>[CH:6]([C:9]([C:12]([C:15]([C:18]([C:21]([C:24]([C:27]([F:28])([F:29])[F:30])([F:25])[F:26])([F:22])[F:23])([F:20])[F:19])([F:17])[F:16])([F:14])[F:13])([F:11])[F:10])([F:8])[F:7] |f:1.2|. Procedure details: Into a 500 cc four-necked equipped with a stirrer, a reflux condenser, a dropping funnel and a thermometer, 200 cc of methanol and 32.4 g (0.6 mol) of sodium methoxide were charged. The reactor was heated to bring the internal temperature to 60° C. Then, 273 g of (0.5 mol) of C8F17I was dropwise added thereto over a period of one hour. After completion of the dropwise addition, heating and refluxing were continued for 10 hours. The conversion at that time was 99.8%. The reactor was cooled to roo... The reactants are [BH4-], CO, CC1=[N+](C)CCc2ccsc21, [I-], [Na+]. Yields the product CC1c2sccc2CCN1C. Reaction SMILES: [BH4-:13].[CH3:15][OH:16].[CH3:2][N+:3]1=[C:4]([CH3:12])[c:5]2[c:6]([cH:9][cH:10][s:11]2)[CH2:7][CH2:8]1.[I-:1].[Na+:14]>>[CH3:2][N:3]1[CH:4]([CH3:12])[c:5]2[c:6]([cH:9][cH:10][s:11]2)[CH2:7][CH2:8]1.